This data is from the Open Reaction Database (ORD), a public repository of structured organic reaction records. The task is: describe an organic reaction: reactants, conditions, products, and yield Starting materials: O (water), ClC=1N=C(C2=C(N1)N(N=N2)CC2=CC=C(C=C2)OC)Cl (5,7-Dichloro-3-(4-methoxy-benzyl)-3H-[1,2,3]triazolo[4,5-d]pyrimidine), (S)-pyrrolidinol, CCN(C(C)C)C(C)C (DIPEA). The solvent is C(Cl)Cl (DCM). Conditions: time 30 minute. The product is ClC=1N=C(C2=C(N1)N(N=N2)CC2=CC=C(C=C2)OC)N2C[C@H](CC2)O ((S)-1-[5-Chloro-3-(4-methoxy-benzyl)-3H-[1,2,3]triazolo[4,5-d]pyrimidin-7-yl]-pyrrolidin-3-ol). RXN SMILES: [Cl:1][C:2]1[N:3]=[C:4](Cl)[C:5]2[N:10]=[N:9][N:8]([CH2:11][C:12]3[CH:17]=[CH:16][C:15]([O:18][CH3:19])=[CH:14][CH:13]=3)[C:6]=2[N:7]=1.CC[N:23]([CH:27]([CH3:29])C)[CH:24]([CH3:26])C.[OH2:30]>C(Cl)Cl>[Cl:1][C:2]1[N:3]=[C:4]([N:23]2[CH2:24][CH2:26][C@H:29]([OH:30])[CH2:27]2)[C:5]2[N:10]=[N:9][N:8]([CH2:11][C:12]3[CH:17]=[CH:16][C:15]([O:18][CH3:19])=[CH:14][CH:13]=3)[C:6]=2[N:7]=1. Reported procedure: A mixture of 5,7-Dichloro-3-(4-methoxy-benzyl)-3H-[1,2,3]triazolo[4,5-d]pyrimidine (example 109, b) (2.95 g), (S)-pyrrolidinol (1.82 g, 20.9 mmol) and DIPEA (9.83 g, 76.1 mmol) in DCM was stirred at room temperature for 30 min. The mixture was poured into water, extracted with DCM and the combined organic layers were dried with MgSO4, filtered and evaporated to yield the crude title compound which was used in the consecutive step without further purification. MS (m/e): 361.3 (MH+). The reactants are intermediate b, ClC=1C(=CN=NC1)N (5-chloro-pyridazin-4-ylamine), FC1=CC(=C(C=C1)B(O)O)OC (4-fluoro-2-methoxyphenylboronic acid). Solvent: CCCCCCC.C(C)(=O)OCC.CO (n-heptane ethyl acetate methanol). The product is FC1=CC(=C(C=C1)C=1C(=CN=NC1)N)OC (5-(4-Fluoro-2-methoxy-phenyl)-pyridazin-4-ylamine). Reaction SMILES: Cl[C:2]1[C:3]([NH2:8])=[CH:4][N:5]=[N:6][CH:7]=1.[F:9][C:10]1[CH:15]=[CH:14][C:13](B(O)O)=[C:12]([O:19][CH3:20])[CH:11]=1>CCCCCCC.C(OCC)(=O)C.CO>[F:9][C:10]1[CH:15]=[CH:14][C:13]([C:2]2[C:3]([NH2:8])=[CH:4][N:5]=[N:6][CH:7]=2)=[C:12]([O:19][CH3:20])[CH:11]=1 |f:2.3.4|. Procedure: The title compound was prepared in analogy to example 1, intermediate b, from 5-chloro-pyridazin-4-ylamine (CAS RN 53180-92-0) and 4-fluoro-2-methoxyphenylboronic acid (CAS RN 179899-07-1) and using a gradient of n-heptane:ethyl acetate:methanol (100:0:0 to 0:100:0 to 0:50:50) for the chromatographic purification. Light yellow solid (37%). MS (ESI+): m/z=220.089 ([M+H]+). The reactants are CCO, O=C1Nc2cccc(Cl)c2C1=O, NN, O. The product is NN=C1C(=O)Nc2cccc(Cl)c21. Reaction SMILES: [CH3:16][CH2:17][OH:18].[Cl:1][c:2]1[c:3]2[c:7]([cH:8][cH:9][cH:10]1)[NH:6][C:5](=[O:11])[C:4]2=[O:12].[NH2:14][NH2:15].[OH2:13]>>[Cl:1][c:2]1[c:3]2[c:7]([cH:8][cH:9][cH:10]1)[NH:6][C:5](=[O:11])[C:4]2=[N:14][NH2:15]. Reactants: Cl.CC=1C=C2C3=C(NC2=CC1)C(NCC3)CC3=CC=CC1=CC=CC=C31 ((+/-) 6-methyl-1-(1-naphthalenylmethyl)-1,2,3,4-tetrahydro-9H-pyrido[3,4-b]indole hydrochloride), Cl.BrC1=C2NC=C(CCN)C2=CC=C1 (7-bromotryptamine hydrochloride). Run in Cl (HCl). Product: Cl.BrC=1C=CC=C2C3=C(NC12)C(NCC3)CC3=CC=CC1=CC=CC=C31 ((+/-) 8-bromo-1-(1-naphthalenylmethyl)-1,2,3,4-tetrahydro-9H-pyrido[3,4-b]indole hydrochloride). Yield: 11.2%. Reaction SMILES: [ClH:1].C[C:3]1[CH:4]=[C:5]2[C:9](=[CH:10][CH:11]=1)[NH:8][C:7]1[CH:12]([CH2:16][C:17]3[C:26]4[C:21](=[CH:22][CH:23]=[CH:24][CH:25]=4)[CH:20]=[CH:19][CH:18]=3)[NH:13][CH2:14][CH2:15][C:6]2=1.Cl.[Br:28]C1C=CC=C2C=1NC=C2CCN>Cl>[ClH:1].[Br:28][C:10]1[CH:11]=[CH:3][CH:4]=[C:5]2[C:9]=1[NH:8][C:7]1[CH:12]([CH2:16][C:17]3[C:26]4[C:21](=[CH:22][CH:23]=[CH:24][CH:25]=4)[CH:20]=[CH:19][CH:18]=3)[NH:13][CH2:14][CH2:15][C:6]2=1 |f:0.1,2.3,5.6|. Procedure details: A suspension of azalactone (prepared as described in Example 5) (55 g, 6.53 mmol) and 7-bromotryptamine hydrochloride (1.50 g, 5.44 mmol) in 1N HCl (100 mL) was heated to reflux for 24 hours under nitrogen atmosphere. The reaction mixture was cooled to ambient temperature and the crude product isolated by filtration. The brown solid was triturated with isopropyl alcohol (3×50 mL) and washed with diethyl ether (3×50 mL). Recrystallization from ethanol afforded 260 mg of desired product as the hyd... The reactants are c12c([nH]cc1I)ncnc2Cl, C1([C@@H]([C@@H]([C@H](O1)[C@H](OC(c1ccccc1)=O)c1ccc(c(c1)F)Cl)O)O)O. Reagents/catalysts: CC(C)(C)OC(=O)/N=N/C(=O)OC(C)(C)C   (TBAD), c1ccc(cc1)-c2c3ccccc3cc4ccccc24 (9-Phenylanthracene), C1=CC=C(C=C1)P(C2=CC=CC=C2)C3=CC=CC=C3 (P(Ph)3). Run in C(Cl)Cl (dichloromethane). Conditions: temperature 20 celsius, time 18 hour. Product: O[C@H]1[C@@H](O)C(O[C@@H]1[C@H](OC(=O)c2ccccc2)c3ccc(Cl)c(F)c3)n4cc(I)c5c(Cl)ncnc45. As a reaction SMILES: O[CH:1]1[C@H:24]([OH:25])[C@H:22]([OH:23])[C@@H:3]([C@@H:4]([c:14]2[cH:21][c:19]([F:20])[c:17]([Cl:18])[cH:16][cH:15]2)[O:5][C:6]([c:8]3[cH:13][cH:12][cH:11][cH:10][cH:9]3)=[O:7])[O:2]1.[Cl:26][c:27]1[c:36]([c:31]2[n:30][cH:29][n:28]1)[c:34]([I:35])[cH:33][nH:32]2>>[OH:23][C@@H:22]1[C@@H:3]([C@@H:4]([c:14]2[cH:21][c:19]([F:20])[c:17]([Cl:18])[cH:16][cH:15]2)[O:5][C:6]([c:8]3[cH:13][cH:12][cH:11][cH:10][cH:9]3)=[O:7])[O:2][CH:1]([n:32]4[c:31]([c:36]5[c:34]([I:35])[cH:33]4)[n:30][cH:29][n:28][c:27]5[Cl:26])[C@@H:24]1[OH:25]. Reactants: C=CC=CC(=O)Cl, [Cl-], O=CC(Cl)(Cl)Cl, Oc1ccc(O)cc1, c1ccccc1. The product is C=CC=CC(=O)OC(Cl)C(Cl)(Cl)Cl. Reaction SMILES: [CH:1](=[CH2:2])[CH:3]=[CH:4][C:5](=[O:6])[Cl:7].[Cl-:14].[O:8]=[CH:9][C:10]([Cl:11])([Cl:12])[Cl:13].[OH:15][c:16]1[cH:17][cH:18][c:19]([OH:20])[cH:21][cH:22]1.[cH:23]1[cH:24][cH:25][cH:26][cH:27][cH:28]1>>[CH:1](=[CH2:2])[CH:3]=[CH:4][C:5](=[O:6])[O:8][CH:9]([C:10]([Cl:11])([Cl:12])[Cl:13])[Cl:14].